From a dataset of the Open Reaction Database (ORD), a public repository of structured organic reaction records. describe an organic reaction: reactants, conditions, products, and yield Starting materials: NC1=NC=CC=C1 (2-aminopyridine), CC1=CC=CC(=N1)C=O (6-methyl-2-pyridinecarboxaldehyde). Run in C1(=CC=CC=C1)C (toluene). Run at time 16 hour. The product is CC1=CC=CC(=N1)CNC1=NC=CC=C1 (N-(6-Methylpyridin-2-ylmethyl)pyridin-2-amine). RXN SMILES: [NH2:1][C:2]1[CH:7]=[CH:6][CH:5]=[CH:4][N:3]=1.[CH3:8][C:9]1[N:14]=[C:13]([CH:15]=O)[CH:12]=[CH:11][CH:10]=1>C1(C)C=CC=CC=1>[CH3:15][C:13]1[N:14]=[C:9]([CH2:8][NH:1][C:2]2[CH:7]=[CH:6][CH:5]=[CH:4][N:3]=2)[CH:10]=[CH:11][CH:12]=1. Reported procedure: To a flask were added 1.9 g of 2-aminopyridine, 2.4 g of 6-methyl-2-pyridinecarboxaldehyde and 45 ml toluene. The flask was equipped with a Dean-Stark trap and heated to reflux under nitrogen. After 16 hours, the toluene was removed and 40 ml ethanol were added followed by 0.83 g of sodium borohydride. The mixture was stirred at 22 C under nitrogen for 1 hour, and then 30 ml of water were added slowly. Following removal of the ethanol, 60 ml 1M hydrochloric acid was added cautiously, and the aqu... Reactants: FC(F)(F)C(Cl)(Cl)Cl, O=Cc1cccc(Cl)c1Cl, Cl, CN(C)C=O, [Zn]. The product is OC(c1cccc(Cl)c1Cl)C(Cl)(Cl)C(F)(F)F. As a reaction SMILES: [Cl:11][C:12]([C:13]([F:14])([F:15])[F:16])([Cl:17])[Cl:18].[Cl:1][c:2]1[c:3]([CH:4]=[O:5])[cH:6][cH:7][cH:8][c:9]1[Cl:10].[ClH:24].[O:19]=[CH:20][N:21]([CH3:22])[CH3:23].[Zn:25]>>[Cl:1][c:2]1[c:3]([CH:4]([OH:5])[C:12]([Cl:11])([C:13]([F:14])([F:15])[F:16])[Cl:17])[cH:6][cH:7][cH:8][c:9]1[Cl:10]. The yield is 34.6%. The reagents and catalysts are [Pd] (palladium on carbon). Yields the product COC(COC1=CC=C(C=C1)C1=CC=C(C=C1)N)=O ((4′-amino-biphenyl-4-yloxy)-acetic acid methyl ester). As a reaction SMILES: [CH3:1][O:2][C:3](=[O:21])[CH2:4][O:5][C:6]1[CH:11]=[CH:10][C:9]([C:12]2[CH:17]=[CH:16][C:15]([N+:18]([O-])=O)=[CH:14][CH:13]=2)=[CH:8][CH:7]=1>[Pd].CO>[CH3:1][O:2][C:3](=[O:21])[CH2:4][O:5][C:6]1[CH:7]=[CH:8][C:9]([C:12]2[CH:17]=[CH:16][C:15]([NH2:18])=[CH:14][CH:13]=2)=[CH:10][CH:11]=1. Reported procedure: A mixture of (4′-nitro-biphenyl-4-yloxy)-acetic acid methyl ester (2.26 g, 7.86 mmol), prepared in the previous step, and 10% palladium on carbon in methanol was hydrogenated under a hydrogen atmosphere at room temperature. The reaction was filtered and the filtrate concentrated under reduced pressure. Purification of the residue on silica gel using 20% ethyl acetate hexanes as the eluent gave (4′-amino-biphenyl-4-yloxy)-acetic acid methyl ester (700 mg. 31%). The solvent is CO (methanol). Starting materials: COC(COC1=CC=C(C=C1)C1=CC=C(C=C1)[N+](=O)[O-])=O ((4′-nitro-biphenyl-4-yloxy)-acetic acid methyl ester). Starting materials: O=C([O-])[O-], CCO, CCOC(C)=O, C[Si](C)(C)Cl, N#CCc1ccccc1OC(F)F, [K+], [K+], O. The product is CCOC(=O)Cc1ccccc1OC(F)F. As a reaction SMILES: [C:19]([O-:20])(=[O:21])[O-:22].[CH3:26][CH2:27][OH:28].[CH3:29][CH2:30][O:31][C:32](=[O:33])[CH3:34].[Cl:14][Si:15]([CH3:16])([CH3:17])[CH3:18].[F:1][CH:2]([O:3][c:4]1[c:5]([CH2:10][C:11]#[N:12])[cH:6][cH:7][cH:8][cH:9]1)[F:13].[K+:23].[K+:24].[OH2:25]>>[F:1][CH:2]([O:3][c:4]1[c:5]([CH2:10][C:11](=[O:20])[O:28][CH2:27][CH3:26])[cH:6][cH:7][cH:8][cH:9]1)[F:13]. Starting materials: [OH-].[Na+] (sodium hydroxide), B([C@@H]1CCCN1C(=O)[C@H](C(C)C)N)(O)O.CS(=O)(=O)O (Pt-100), [Br-].C(C)OC(=O)C[P+](C1=CC=CC=C1)(C1=CC=CC=C1)C1=CC=CC=C1 (ethoxycarbonylmethyl-triphenyl phosphonium bromide), O (water). Run in CCCCCCC (heptane), CCCCCCC (heptane), ClCCl (dichloromethane), ClCCl (dichloromethane). Run at temperature 5 celsius, time 75 minute. Yields the product C(=O)(OCC)C=P(C1=CC=CC=C1)(C1=CC=CC=C1)C1=CC=CC=C1 (carbethoxymethylene triphenylphosphorane). Yield: 86.4%. As a reaction SMILES: B(O)(O)[C@H]1N(C([C@@H](N)C(C)C)=O)CCC1.CS(O)(=O)=O.[Br-].[CH2:22]([O:24][C:25]([CH2:27][P+:28]([C:41]1[CH:46]=[CH:45][CH:44]=[CH:43][CH:42]=1)([C:35]1[CH:40]=[CH:39][CH:38]=[CH:37][CH:36]=1)[C:29]1[CH:34]=[CH:33][CH:32]=[CH:31][CH:30]=1)=[O:26])[CH3:23].O.[OH-].[Na+]>ClCCl.CCCCCCC>[C:25]([CH:27]=[P:28]([C:41]1[CH:46]=[CH:45][CH:44]=[CH:43][CH:42]=1)([C:29]1[CH:30]=[CH:31][CH:32]=[CH:33][CH:34]=1)[C:35]1[CH:40]=[CH:39][CH:38]=[CH:37][CH:36]=1)([O:24][CH2:22][CH3:23])=[O:26] |f:0.1,2.3,5.6|. Procedure details: A 4.5 L reactor equipped with a mechanical stirrer, a Pt-100 thermometer, a dropping funnel and a nitrogen inlet was charged with 450 g (1.03 mol) ethoxycarbonylmethyl-triphenyl phosphonium bromide, 1.0 L dichloromethane and 1.5 L water. The two-phase mixture was cooled to 5° C. and 565 ml (1.13 mol) 2N sodium hydroxide solution was added during 30 min, maintaining the temperature between 3 and 7° C. After completed addition the mixture was stirred for 75 min at that temperature, then the phases... The reactants are COCCOc1ccccc1C(=O)OC, Cl, [K+], [OH-], O. Product: COCCOc1ccccc1C(=O)O. RXN SMILES: [CH3:1][O:2][C:3]([c:4]1[c:5]([O:10][CH2:11][CH2:12][O:13][CH3:14])[cH:6][cH:7][cH:8][cH:9]1)=[O:15].[ClH:16].[K+:18].[OH-:17].[OH2:19]>>[O:2]=[C:3]([c:4]1[c:5]([O:10][CH2:11][CH2:12][O:13][CH3:14])[cH:6][cH:7][cH:8][cH:9]1)[OH:15]. Reactants: B(=O)[O-].[Na+] (sodium metaborate), FC1=C(C=CC(=C1F)OCC)B(O)O (2,3-difluoro-4-ethoxyphenylboronic acid), BrC1=CC=C(C=C1)I (4-bromo-1-iodobenzene), Cl.[NH3+]N (hydrazinium hydrochloride). The reagents and catalysts are Cl[Pd]([P](C1=CC=CC=C1)(C2=CC=CC=C2)C3=CC=CC=C3)([P](C4=CC=CC=C4)(C5=CC=CC=C5)C6=CC=CC=C6)Cl (bis(triphenylphosphine)palladium(II) chloride). Solvent: O (water), O1CCCC1 (tetrahydrofuran). Reaction conditions: temperature 20 celsius, time 5 minute. Yields the product BrC1(CC=CC=C1)C1=C(C(=C(C=C1)OCC)F)F (1-bromo-2′,3′-difluoro-4′-ethoxybiphenyl). RXN SMILES: B([O-])=O.[Na+].[Br:5][C:6]1[CH:11]=[CH:10][C:9](I)=[CH:8][CH:7]=1.Cl.[NH3+]N.[F:16][C:17]1[C:22]([F:23])=[C:21]([O:24][CH2:25][CH3:26])[CH:20]=[CH:19][C:18]=1B(O)O>O1CCCC1.Cl[Pd](Cl)([P](C1C=CC=CC=1)(C1C=CC=CC=1)C1C=CC=CC=1)[P](C1C=CC=CC=1)(C1C=CC=CC=1)C1C=CC=CC=1.O>[Br:5][C:6]1([C:18]2[CH:19]=[CH:20][C:21]([O:24][CH2:25][CH3:26])=[C:22]([F:23])[C:17]=2[F:16])[CH:11]=[CH:10][CH:9]=[CH:8][CH2:7]1 |f:0.1,3.4,^1:37,56|. Reported procedure: 0.450 mol of sodium metaborate are introduced into 240 ml of water. 0.012 mol of bis(triphenylphosphine)palladium(II) chloride, 0.6 mol of 4-bromo-1-iodobenzene (11) and 0.012 mol of hydrazinium hydrochloride are added, and the mixture is stirred at about 20° C. for 5 minutes. 0.6 mol of 2,3-difluoro-4-ethoxyphenylboronic acid (12) dissolved in 600 ml of tetrahydrofuran are then added, and the mixture is refluxed for 4 hours, giving the compound of the formula 13.